From a dataset of the Open Reaction Database (ORD), a public repository of structured organic reaction records. describe an organic reaction: reactants, conditions, products, and yield Reactants: CI, CO, [K+], [OH-], NS(=O)(=O)c1ccccc1Cc1nnc(S)s1. The product is CSc1nnc(Cc2ccccc2S(N)(=O)=O)s1. Reaction SMILES: [CH3:20][I:21].[CH3:22][OH:23].[K+:2].[OH-:1].[SH:3][c:4]1[n:5][n:6][c:7]([CH2:9][c:10]2[c:11]([S:16](=[O:17])(=[O:18])[NH2:19])[cH:12][cH:13][cH:14][cH:15]2)[s:8]1>>[S:3]([c:4]1[n:5][n:6][c:7]([CH2:9][c:10]2[c:11]([S:16](=[O:17])(=[O:18])[NH2:19])[cH:12][cH:13][cH:14][cH:15]2)[s:8]1)[CH3:20]. Starting materials: [PH2]([O-])=O.[NH4+] (ammonium phosphinate), C[Si](N[Si](C)(C)C)(C)C (hexamethyldisilazane), C(C1=CC=CC=C1)Cl (benzyl chloride). The solvent is ClCCl (dichloromethane). Reaction conditions: temperature 110 celsius, time 18 hour. Product: C(C1=CC=CC=C1)P(OCCCC)=O (Benzylphosphinic acid, n-butyl ester). RXN SMILES: [PH2:1](=[O:3])[O-:2].[NH4+].C[Si](C)(C)N[Si](C)(C)C.[CH2:14](Cl)[C:15]1[CH:20]=[CH:19][CH:18]=[CH:17][CH:16]=1>ClCCl>[CH2:14]([PH:1](=[O:2])[O:3][CH2:14][CH2:15][CH2:16][CH3:17])[C:15]1[CH:20]=[CH:19][CH:18]=[CH:17][CH:16]=1 |f:0.1|. Procedure details: A mixture of ammonium phosphinate (9.18 g) and hexamethyldisilazane (25 mL) was heated at 110° C. for 2 hours. The mixture was cooled in ice, dissolved in dry dichloromethane (120 mL), benzyl chloride (20 g; 14 mL) was added and the mixture allowed to warm to room temperature and stirred 18 hours. The solution was filtered, the solvent evaporated, the residue azeotroped with methanol (2×70 mL), dissolved in toluene (150 mL) containing n-butanol (30 mL) and the solution was boiled under reflux in...